describe an organic reaction: reactants, conditions, products, and yield From a dataset of the Open Reaction Database (ORD), a public repository of structured organic reaction records. Reactants: OC1=C(C=C(C=O)C=C1)[N+](=O)[O-] (4-hydroxy-3-nitrobenzaldehyde), CN(C)C=O (DMF), [H-].[Na+] (sodium hydride), BrCC(=O)OCC (ethyl bromoacetate). Solvent: O1CCCC1 (tetrahydrofuran). Yields the product C(C)OC(COC1=C(C=C(C=C1)C=O)[N+](=O)[O-])=O ((4-Formyl-2-nitro-phenoxy)-acetic acid ethyl ester). As a reaction SMILES: [OH:1][C:2]1[CH:9]=[CH:8][C:5]([CH:6]=[O:7])=[CH:4][C:3]=1[N+:10]([O-:12])=[O:11].CN(C=O)C.[H-].[Na+].Br[CH2:21][C:22]([O:24][CH2:25][CH3:26])=[O:23]>O1CCCC1>[CH2:25]([O:24][C:22](=[O:23])[CH2:21][O:1][C:2]1[CH:9]=[CH:8][C:5]([CH:6]=[O:7])=[CH:4][C:3]=1[N+:10]([O-:12])=[O:11])[CH3:26] |f:2.3|. Procedure: To a solution of 4-hydroxy-3-nitrobenzaldehyde (10.0 g, 59.8 mmol) in tetrahydrofuran (600 mL)) and DMF (240 mL) was added dry sodium hydride (1.58 g, 65.82 mmol) and ethyl bromoacetate (7.30 mL, 65.82 mmol). The reaction was refluxed for 24 hours. The reaction was then concentrated and diluted with ethyl acetate (500 mL) and acidified to pH 2 with 1N HCl. The organic layer was then washed with saturated sodium bicarbonate (2×200 mL), sodium chloride (2×200 mL), dried over magnesium sulfate, fil... The reactants are ClCCl, Cl, Cl, Cl, O=C(C=Cc1cccnc1)NCCN1CCNCC1, O=C(Cl)C(c1ccccc1)c1ccccc1. Yields the product O=C(C=Cc1cccnc1)NCCN1CCN(C(=O)C(c2ccccc2)c2ccccc2)CC1. As a reaction SMILES: [Cl:39][CH2:40][Cl:41].[ClH:1].[ClH:2].[ClH:3].[N:4]1([CH2:10][CH2:11][NH:12][C:13]([CH:14]=[CH:15][c:16]2[cH:17][n:18][cH:19][cH:20][cH:21]2)=[O:22])[CH2:5][CH2:6][NH:7][CH2:8][CH2:9]1.[c:23]1([CH:29]([C:30](=[O:31])[Cl:32])[c:33]2[cH:34][cH:35][cH:36][cH:37][cH:38]2)[cH:24][cH:25][cH:26][cH:27][cH:28]1>>[N:4]1([CH2:10][CH2:11][NH:12][C:13]([CH:14]=[CH:15][c:16]2[cH:17][n:18][cH:19][cH:20][cH:21]2)=[O:22])[CH2:5][CH2:6][N:7]([C:30]([CH:29]([c:23]2[cH:24][cH:25][cH:26][cH:27][cH:28]2)[c:33]2[cH:34][cH:35][cH:36][cH:37][cH:38]2)=[O:31])[CH2:8][CH2:9]1. The reactants are O=C(CBr)c1ccc(I)cc1, CCOC(=O)CC(=O)OCC, C1CCOC1, [H-], [Na+]. The product is CCOC(=O)C(CC(=O)c1ccc(I)cc1)C(=O)OCC. Reaction SMILES: [Br:14][CH2:15][C:16](=[O:17])[c:18]1[cH:19][cH:20][c:21]([I:24])[cH:22][cH:23]1.[C:1]([CH2:2][C:3](=[O:4])[O:5][CH2:6][CH3:7])(=[O:8])[O:9][CH2:10][CH3:11].[CH2:25]1[O:26][CH2:27][CH2:28][CH2:29]1.[H-:12].[Na+:13]>>[C:1]([CH:2]([C:3](=[O:4])[O:5][CH2:6][CH3:7])[CH2:15][C:16](=[O:17])[c:18]1[cH:19][cH:20][c:21]([I:24])[cH:22][cH:23]1)(=[O:8])[O:9][CH2:10][CH3:11]. Reactants: C(C1=CC=CC=C1)OC(=O)NC(C(=O)NC1=CC=C(C=C1)CC(=O)OCC)COC1OCCCC1 ((RS)-2-(benzyloxycarbonylamino)-N-(4-(ethoxycarbonylmethyl)phenyl)-3-(tetrahydropyran-2-yloxy)propanamide), IC1=CC=C(C=C1)S(=O)(=O)Cl (4-iodobenzenesulfonyl chloride). The reagents and catalysts are [Pd] (Pd-C). The product is O1C(CCCC1)OCCC(=O)N (3-(tetrahydropyran-2-yloxy)propanamide). The yield is 307.7%. RXN SMILES: C(OC(N[CH:12]([CH2:28][O:29][CH:30]1[CH2:35][CH2:34][CH2:33][CH2:32][O:31]1)[C:13]([NH:15]C1C=CC(CC(OCC)=O)=CC=1)=[O:14])=O)C1C=CC=CC=1.IC1C=CC(S(Cl)(=O)=O)=CC=1>[Pd]>[O:31]1[CH2:32][CH2:33][CH2:34][CH2:35][CH:30]1[O:29][CH2:28][CH2:12][C:13]([NH2:15])=[O:14]. Procedure: The procedure described in Example 15 was repeated, except that (RS)-2-(benzyloxycarbonylamino)-N-(4-(ethoxycarbonylmethyl)phenyl)-3-(tetrahydropyran-2-yloxy)propanamide (1.0 g) was hydrogenolyzed in the presence of 10% Pd-C, and then, reacted with 4-iodobenzenesulfonyl chloride (1.31 g) to obtain (RS)-N-(4-(ethoxycarbonyl-methyl)phenyl)-2-(4-iodobenzenesulfonylamino)-N-(3-(tetrahydropyran-2-yloxy)propanamide (1.10 g). Starting materials: BrCCCOC1CCCCO1, O=C=O, CC(C)=O, [Cl-], [Cl-], [Cl-], [Cl-], Fc1ccc(C2OCc3ccccc32)cc1, [Fe+3], N, [NH4+], [Na], CCOCC, O. Product: Fc1ccc(C2(CCCOC3CCCCO3)OCc3ccccc32)cc1. As a reaction SMILES: [Br:26][CH2:27][CH2:28][CH2:29][O:30][CH:31]1[O:32][CH2:33][CH2:34][CH2:35][CH2:36]1.[C:5](=[O:6])=[O:7].[CH3:1][C:2](=[O:3])[CH3:4].[Cl-:37].[Cl-:39].[Cl-:41].[Cl-:42].[F:10][c:11]1[cH:12][cH:13][c:14]([CH:17]2[O:18][CH2:19][c:20]3[cH:21][cH:22][cH:23][cH:24][c:25]32)[cH:15][cH:16]1.[Fe+3:40].[NH3:8].[NH4+:38].[Na:9].[O:44]([CH2:45][CH3:46])[CH2:47][CH3:48].[OH2:43]>>[F:10][c:11]1[cH:12][cH:13][c:14]([C:17]2([CH2:27][CH2:28][CH2:29][O:30][CH:31]3[O:32][CH2:33][CH2:34][CH2:35][CH2:36]3)[O:18][CH2:19][c:20]3[cH:21][cH:22][cH:23][cH:24][c:25]32)[cH:15][cH:16]1.